Dataset: the Open Reaction Database (ORD), a public repository of structured organic reaction records. Task: describe an organic reaction: reactants, conditions, products, and yield The reactants are C(C)OC(=O)C=1N=C2N(C3=CC=C(C=C3NC2=O)C(F)(F)F)C1CC=1NC=CN1 (2-Ethoxycarbonyl-1-(1-imidazolylmethyl)-7-trifluoromethylimidazo[1,2-a]quinoxalin-4(5H)-one), O.NN (hydrazine hydrate). The solvent is CO (methanol), CO (methanol). Reaction conditions: temperature 60 celsius, time 16 hour. Yields the product C(NN)(=O)C=1N=C2N(C3=CC=C(C=C3NC2=O)C(F)(F)F)C1CC=1NC=CN1 (2-Carbazoyl-1-(1-imidazolylmethyl)-7-trifluoromethylimidazo[1,2-a]quinoxalin-4(5H)-one). Yield: 87.9%. As a reaction SMILES: C([O:3][C:4]([C:6]1[N:7]=[C:8]2[C:17](=[O:18])[NH:16][C:15]3[C:10](=[CH:11][CH:12]=[C:13]([C:19]([F:22])([F:21])[F:20])[CH:14]=3)[N:9]2[C:23]=1[CH2:24][C:25]1[NH:26][CH:27]=[CH:28][N:29]=1)=O)C.O.[NH2:31][NH2:32]>CO>[C:4]([C:6]1[N:7]=[C:8]2[C:17](=[O:18])[NH:16][C:15]3[C:10](=[CH:11][CH:12]=[C:13]([C:19]([F:22])([F:20])[F:21])[CH:14]=3)[N:9]2[C:23]=1[CH2:24][C:25]1[NH:26][CH:27]=[CH:28][N:29]=1)(=[O:3])[NH:31][NH2:32] |f:1.2|. Procedure details: A solution of 2-ethoxycarbonyl-1-(1-imidazolylmethyl)-7-trifluoromethylimidazo[1,2-a]quinoxalin-4(5H)-one (Example 5) (1.0 g, 2.5 mmol) in methanol (50 ml) was added hydrazine hydrate (500 μl, 10.3 mmol) in methanol (20 ml). The reaction mixture was stirred at 60° C. for 16 h and then concentrated in vacuo. The residue was added ether and the solid isolated by filtration to yield 860 mg (88%) of the title compound. M.p. >250° C. Starting materials: COC(=O)c1ccc(Br)cc1F, CN(C)C=O, [Pd], c1ccc(P(c2ccccc2)c2ccccc2)cc1, c1ccc(P(c2ccccc2)c2ccccc2)cc1, c1ccc(P(c2ccccc2)c2ccccc2)cc1, c1ccc(P(c2ccccc2)c2ccccc2)cc1. Product: COC(=O)c1ccc(C#N)cc1F. Reaction SMILES: [Br:1][c:2]1[cH:3][c:4]([F:12])[c:5]([C:6](=[O:7])[O:8][CH3:9])[cH:10][cH:11]1.[CH3:13][N:14]([CH3:15])[CH:16]=[O:17].[Pd:94].[c:18]1([P:19]([c:20]2[cH:21][cH:22][cH:23][cH:24][cH:25]2)[c:26]2[cH:27][cH:28][cH:29][cH:30][cH:31]2)[cH:32][cH:33][cH:34][cH:35][cH:36]1.[c:37]1([P:38]([c:39]2[cH:40][cH:41][cH:42][cH:43][cH:44]2)[c:45]2[cH:46][cH:47][cH:48][cH:49][cH:50]2)[cH:51][cH:52][cH:53][cH:54][cH:55]1.[c:56]1([P:57]([c:58]2[cH:59][cH:60][cH:61][cH:62][cH:63]2)[c:64]2[cH:65][cH:66][cH:67][cH:68][cH:69]2)[cH:70][cH:71][cH:72][cH:73][cH:74]1.[c:75]1([P:76]([c:77]2[cH:78][cH:79][cH:80][cH:81][cH:82]2)[c:83]2[cH:84][cH:85][cH:86][cH:87][cH:88]2)[cH:89][cH:90][cH:91][cH:92][cH:93]1>>[c:2]1([C:13]#[N:14])[cH:3][c:4]([F:12])[c:5]([C:6](=[O:7])[O:8][CH3:9])[cH:10][cH:11]1. The reactants are ClCC1=NC=CN=C1 (2-(Chloromethyl)pyrazine), C([O-])([O-])=O.[K+].[K+] (potassium carbonate), Cl.FC(C=1C=C(C=C(C1)C(F)(F)F)CO[C@H]1[C@H](N(CCC1)CC=1C=[NH+]C=CC1)C1=CC=CC=C1)(F)F (3[{(2R*,3R*)-3-((3,5-Bis(trifluoromethyl)phenyl)methyloxy)-2-phenylpiperidino}methyl]pyridinium Hydrochloride). The solvent is CN(C=O)C (dimethylformamide), O (water). Reaction conditions: temperature 60 celsius. The product is FC(C=1C=C(C=C(C1)C(F)(F)F)CO[C@@H]1[C@@H](N(CCC1)CC1=NC=CN=C1)C1=CC=CC=C1)(F)F (2-[{(2S,3S)-3-((3,5-Bis(trifluoromethyl)phenyl) methyloxy)-2-phenylpiperidino}methyl]pyrazine). Reaction SMILES: Cl[CH2:2][C:3]1[CH:8]=[N:7][CH:6]=[CH:5][N:4]=1.C(=O)([O-])[O-].[K+].[K+].Cl.[F:16][C:17]([F:50])([F:49])[C:18]1[CH:19]=[C:20]([CH2:28][O:29][C@@H:30]2[CH2:35][CH2:34][CH2:33][N:32](CC3C=[NH+]C=CC=3)[C@@H:31]2[C:43]2[CH:48]=[CH:47][CH:46]=[CH:45][CH:44]=2)[CH:21]=[C:22]([C:24]([F:27])([F:26])[F:25])[CH:23]=1>CN(C)C=O.O>[F:26][C:24]([F:25])([F:27])[C:22]1[CH:21]=[C:20]([CH2:28][O:29][C@H:30]2[CH2:35][CH2:34][CH2:33][N:32]([CH2:2][C:3]3[CH:8]=[N:7][CH:6]=[CH:5][N:4]=3)[C@H:31]2[C:43]2[CH:48]=[CH:47][CH:46]=[CH:45][CH:44]=2)[CH:19]=[C:18]([C:17]([F:50])([F:16])[F:49])[CH:23]=1 |f:1.2.3,4.5|. Procedure: 2-(Chloromethyl)pyrazine (0.17 g), potassium carbonate (0.6 g) and the compound of Description 3 (0.35 g) were suspended in dimethylformamide (3 ml); the reaction mixture was heated at 60° C. for 12 h. The mixture was cooled, diluted with water (30 ml) and extracted with ethyl acetate (2×20 ml). The combined organic layers were washed with brine, dried (MgSO4) and concentrated in vacuo to afford a brown oil. The product was purified by column chromatography on silica gel using a gradient elution... Reaction SMILES: [CH3:1][C@H:2]([C@H:6]1[C@H:8]([CH2:9][C@H:10]2[CH2:15][O:14][C@@H:13]([CH2:16]/[C:17](/[CH3:33])=[CH:18]/[C:19]([O:21][CH2:22][CH2:23][CH2:24][CH2:25][CH2:26][CH2:27][CH2:28][CH2:29][C:30]([O-:32])=[O:31])=[O:20])[C@H:12]([OH:34])[C@@H:11]2[OH:35])[O:7]1)[C@H:3]([CH3:5])[OH:4].[CH3:36][C@H:37]([C@H:41]1[C@H:43]([CH2:44][C@H:45]2[CH2:50][O:49][C@@H:48]([CH2:51]/[C:52](/[CH3:68])=[CH:53]/[C:54]([O:56][CH2:57][CH2:58][CH2:59][CH2:60][CH2:61][CH2:62][CH2:63][CH2:64][C:65]([O-:67])=[O:66])=[O:55])[C@H:47]([OH:69])[C@@H:46]2[OH:70])[O:42]1)[C@H:38]([CH3:40])[OH:39].[Ca+2:71].[OH2:72]>CO>[CH3:1][C@H:2]([C@H:6]1[C@H:8]([CH2:9][C@H:10]2[CH2:15][O:14][C@@H:13]([CH2:16]/[C:17](/[CH3:33])=[CH:18]/[C:19]([O:21][CH2:22][CH2:23][CH2:24][CH2:25][CH2:26][CH2:27][CH2:28][CH2:29][C:30]([O-:32])=[O:31])=[O:20])[C@H:12]([OH:34])[C@@H:11]2[OH:35])[O:7]1)[C@H:3]([CH3:5])[OH:4].[CH3:36][C@H:37]([C@H:41]1[C@H:43]([CH2:44][C@H:45]2[CH2:50][O:49][C@@H:48]([CH2:51]/[C:52](/[CH3:68])=[CH:53]/[C:54]([O:56][CH2:57][CH2:58][CH2:59][CH2:60][CH2:61][CH2:62][CH2:63][CH2:64][C:65]([O-:67])=[O:66])=[O:55])[C@H:47]([OH:69])[C@@H:46]2[OH:70])[O:42]1)[C@H:38]([CH3:40])[OH:39].[OH2:72].[OH2:4].[Ca+2:71] |f:0.1.2,5.6.7.8.9|. Starting materials: O (Water), C[C@@H]([C@@H](O)C)[C@@H]1O[C@H]1C[C@@H]2[C@H]([C@H]([C@@H](OC2)C/C(=C/C(=O)OCCCCCCCCC(=O)[O-])/C)O)O.C[C@@H]([C@@H](O)C)[C@@H]1O[C@H]1C[C@@H]2[C@H]([C@H]([C@@H](OC2)C/C(=C/C(=O)OCCCCCCCCC(=O)[O-])/C)O)O.[Ca+2] (mupirocin calcium), C[C@@H]([C@@H](O)C)[C@@H]1O[C@H]1C[C@@H]2[C@H]([C@H]([C@@H](OC2)C/C(=C/C(=O)OCCCCCCCCC(=O)[O-])/C)O)O.C[C@@H]([C@@H](O)C)[C@@H]1O[C@H]1C[C@@H]2[C@H]([C@H]([C@@H](OC2)C/C(=C/C(=O)OCCCCCCCCC(=O)[O-])/C)O)O.[Ca+2] (mupirocin calcium). Solvent: CO (methanol). Product: C[C@@H]([C@@H](O)C)[C@@H]1O[C@H]1C[C@@H]2[C@H]([C@H]([C@@H](OC2)C/C(=C/C(=O)OCCCCCCCCC(=O)[O-])/C)O)O.C[C@@H]([C@@H](O)C)[C@@H]1O[C@H]1C[C@@H]2[C@H]([C@H]([C@@H](OC2)C/C(=C/C(=O)OCCCCCCCCC(=O)[O-])/C)O)O.O.O.[Ca+2] (Mupirocin Calcium Dihydrate). Reported procedure: Amorphous mupirocin calcium (5.00 g, 4.80 mmole) was dissolved in methanol (15 ml) and stirred to give a clear solution. Water (10 ml) was added to the solution. Methanol from the solution was evaporated at reduced pressure to give a final volume of 7 ml. The mupirocin calcium solution was allowed to crystallize for 60 h at 5° C. The crystalline product was filtered and washed with water (5 ml). The product was dried at 30° C. for 12 h. The reactants are CN, CO, O=C(NCC1CCN(C(c2ccccc2)c2ccccc2)CC1)c1cc(F)ccc1[N+](=O)[O-], CN(C)C=O, O. Yields the product CNc1ccc([N+](=O)[O-])c(C(=O)NCC2CCN(C(c3ccccc3)c3ccccc3)CC2)c1. Reaction SMILES: [CH3:34][NH2:35].[CH3:36][OH:37].[F:1][c:2]1[cH:3][cH:4][c:5]([N+:31](=[O:32])[O-:33])[c:6]([C:7](=[O:8])[NH:9][CH2:10][CH:11]2[CH2:12][CH2:13][N:14]([CH:17]([c:18]3[cH:19][cH:20][cH:21][cH:22][cH:23]3)[c:24]3[cH:25][cH:26][cH:27][cH:28][cH:29]3)[CH2:15][CH2:16]2)[cH:30]1.[O:39]=[CH:40][N:41]([CH3:42])[CH3:43].[OH2:38]>>[c:2]1([NH:35][CH3:34])[cH:3][cH:4][c:5]([N+:31](=[O:32])[O-:33])[c:6]([C:7](=[O:8])[NH:9][CH2:10][CH:11]2[CH2:12][CH2:13][N:14]([CH:17]([c:18]3[cH:19][cH:20][cH:21][cH:22][cH:23]3)[c:24]3[cH:25][cH:26][cH:27][cH:28][cH:29]3)[CH2:15][CH2:16]2)[cH:30]1. Reactants: C(C1=CC=CC=C1)N1CCC(CC1)N(C(C)C)C(=O)OC(C)(C)C (1-benzyl-4-(N-tert-butoxycarbonyl-N-isopropylamino)piperidine). Reagents/catalysts: [Pd] (palladium on carbon). Solvent: C(C)O (ethanol), C(C)O (ethanol). Run at time 24 hour. Product: C(C)(C)(C)OC(=O)N(C(C)C)C1CCNCC1 (4-(N-tert-Butoxycarbonyl-N-isopropylamino)piperidine). Yield: 98.0%. RXN SMILES: C([N:8]1[CH2:13][CH2:12][CH:11]([N:14]([C:18]([O:20][C:21]([CH3:24])([CH3:23])[CH3:22])=[O:19])[CH:15]([CH3:17])[CH3:16])[CH2:10][CH2:9]1)C1C=CC=CC=1>C(O)C.[Pd]>[C:21]([O:20][C:18]([N:14]([CH:11]1[CH2:10][CH2:9][NH:8][CH2:13][CH2:12]1)[CH:15]([CH3:17])[CH3:16])=[O:19])([CH3:23])([CH3:24])[CH3:22]. Procedure details: A solution of 1-benzyl-4-(N-tert-butoxycarbonyl-N-isopropylamino)piperidine (79.0 g, 0.24 mol) in ethanol (140 mL) was flushed with nitrogen for 15 minutes. This solution was then added to a 2 L Parr flask containing a mixture of 10% palladium on carbon (15.8 g; ca. 50% wt. water) in ethanol (100 mL), which solution had been flushed with nitrogen for 15 minutes. This reaction mixture was placed on a Parr Shaker under hydrogen at 50 psi for 24 hours. The reaction mixture was filtered through a pa... The reactants are Nc1ccc(S(=O)(=O)c2cc(Br)nc(Br)c2)cc1, CNC, CCO, C1COCCO1. Yields the product CN(C)c1cc(S(=O)(=O)c2ccc(N)cc2)cc(Br)n1. As a reaction SMILES: [Br:1][c:2]1[n:3][c:4]([Br:18])[cH:5][c:6]([S:8](=[O:9])(=[O:10])[c:11]2[cH:12][cH:13][c:14]([NH2:17])[cH:15][cH:16]2)[cH:7]1.[CH3:19][NH:20][CH3:21].[CH3:28][CH2:29][OH:30].[O:22]1[CH2:23][CH2:24][O:25][CH2:26][CH2:27]1>>[c:2]1([N:20]([CH3:19])[CH3:21])[n:3][c:4]([Br:18])[cH:5][c:6]([S:8](=[O:9])(=[O:10])[c:11]2[cH:12][cH:13][c:14]([NH2:17])[cH:15][cH:16]2)[cH:7]1. Reactants: C([O-])([O-])=O.[Na+].[Na+] (sodium carbonate), N1=C(C=CC=C1)C1=NC=CC=C1 (2,2′-bipyridine), C1(CC1)B(O)O (cyclopropylboronic acid), [NH4+].[Cl-] (NH4Cl), FC1=CC=C2C(=N1)NC=C2 (6-fluoro-1H-pyrrolo[2,3-b]pyridine), C1(CC1)B(O)O (cyclopropylboronic acid), cupric acetate, C1(CC1)B(O)O (cyclopropylboronic acid), cupric acetate, C([O-])([O-])=O.[Na+].[Na+] (sodium carbonate), cupric acetate. Run in O (water), C(Cl)Cl (DCM). Reaction conditions: temperature 50 celsius. Product: C1(CC1)N1C=CC=2C1=NC(=CC2)F (1-cyclopropyl-6-fluoro-1H-pyrrolo[2,3-b]pyridine). The yield is 25.3%. RXN SMILES: [F:1][C:2]1[N:7]=[C:6]2[NH:8][CH:9]=[CH:10][C:5]2=[CH:4][CH:3]=1.[CH:11]1(B(O)O)[CH2:13][CH2:12]1.C(=O)([O-])[O-].[Na+].[Na+].N1C=CC=CC=1C1C=CC=CN=1.[NH4+].[Cl-]>C(Cl)Cl.O>[CH:11]1([N:8]2[C:6]3=[N:7][C:2]([F:1])=[CH:3][CH:4]=[C:5]3[CH:10]=[CH:9]2)[CH2:13][CH2:12]1 |f:2.3.4,6.7|. Procedure: To a solution of 6-fluoro-1H-pyrrolo[2,3-b]pyridine (6.2 g, 45.55 mmol) in dry DCM (250 mL) is added cyclopropylboronic acid (7.82 g, 91.09 mmol), followed by cupric acetate (8.36 g, 45.55 mmol), sodium carbonate (9.65 g, 91.09 mmol) and 2,2′-bipyridine (7.11 g, 45.55 mmol). The resulting mixture is stirred and heated at 50° C. for 15 h. The mixture is cooled to room temperature and further cupric acetate (4.18 g, 22.77 mmol) and sodium carbonate (2.41 g, 22.77 mmol) are added, followed by cyclo... The reactants are B(Cl)(Cl)Cl (BCl3), ClC1=NNC2=CC=C(C=C12)NC(=O)C1=C(NC(CC1C1=CC(=C(C=C1)Cl)OC)=O)C (N-(3-Chloro-1H-indazol-5-yl)-4-[4-chloro-3-(methyloxy)phenyl]-2-methyl-6-oxo-1,4,5,6-tetrahydro-3-pyridinecarboxamide), B(Cl)(Cl)Cl (BCl3). Run in CCOC(=O)C (EtOAc), O (water), [OH-].[Na+] (NaOH), C(Cl)Cl (CH2Cl2), C(Cl)Cl (CH2Cl2). Run at temperature 35 celsius, time 90 hour. The product is ClC1=C(C=C(C=C1)C1C(=C(NC(C1)=O)C)C(=O)NC=1C=C2C(=NNC2=CC1)Cl)O (4-(4-Chloro-3-hydroxyphenyl)-N-(3-chloro-1H-indazol-5-yl)-2-methyl-6-oxo-1,4,5,6-tetrahydro-3-pyridinecarboxamide). Isolated yield 22.1%. As a reaction SMILES: [Cl:1][C:2]1[C:10]2[C:5](=[CH:6][CH:7]=[C:8]([NH:11][C:12]([C:14]3[CH:19]([C:20]4[CH:25]=[CH:24][C:23]([Cl:26])=[C:22]([O:27]C)[CH:21]=4)[CH2:18][C:17](=[O:29])[NH:16][C:15]=3[CH3:30])=[O:13])[CH:9]=2)[NH:4][N:3]=1.B(Cl)(Cl)Cl>C(Cl)Cl.CCOC(C)=O.O.[OH-].[Na+]>[Cl:26][C:23]1[CH:24]=[CH:25][C:20]([CH:19]2[CH2:18][C:17](=[O:29])[NH:16][C:15]([CH3:30])=[C:14]2[C:12]([NH:11][C:8]2[CH:9]=[C:10]3[C:5](=[CH:6][CH:7]=2)[NH:4][N:3]=[C:2]3[Cl:1])=[O:13])=[CH:21][C:22]=1[OH:27] |f:5.6|. Reported procedure: The product of Example 93, Step 5 (75 mg, 0.168 mmol, 1.0 equiv) was cooled to −78° C. in 1.75 mL CH2Cl2 and BCl3 (1.0 M in CH2Cl2, 2.5 mL, 2.526 mmol, 15.0 equiv) was added dropwise. The reaction was warmed to 35° C. and stirred for 90 hours. An additional portion of BCl3 (2.5 mL, 2.526 mmol, 15.0 equiv) in CH2Cl2 was added dropwise and the reaction was stirred for another 96 hours. The reaction mixture was diluted with EtOAc and water and basified to pH 14 with 6N NaOH. The phases were separat...